This data is from the Open Reaction Database (ORD), a public repository of structured organic reaction records. The task is: describe an organic reaction: reactants, conditions, products, and yield The reactants are CC(=O)Nc1cccc(OC2CCN(C)CC2)c1, CCO, Cl. The product is CN1CCC(Oc2cccc(N)c2)CC1. As a reaction SMILES: [CH3:1][N:2]1[CH2:3][CH2:4][CH:5]([O:8][c:9]2[cH:10][c:11]([NH:15][C:16](=[O:17])[CH3:18])[cH:12][cH:13][cH:14]2)[CH2:6][CH2:7]1.[CH3:20][CH2:21][OH:22].[ClH:19]>>[CH3:1][N:2]1[CH2:3][CH2:4][CH:5]([O:8][c:9]2[cH:10][c:11]([NH2:15])[cH:12][cH:13][cH:14]2)[CH2:6][CH2:7]1.